This data is from the Open Reaction Database (ORD), a public repository of structured organic reaction records. The task is: describe an organic reaction: reactants, conditions, products, and yield Starting materials: BrCc1ccccc1, CCCCCCCCCCCCCCc1ccc(CC)c(OCC(O)COC(c2ccccc2)(c2ccccc2)c2ccc(OC)cc2)c1, CN(C)C=O, [H-], [Na+]. Product: CCCCCCCCCCCCCCc1ccc(CC)c(OCC(COC(c2ccccc2)(c2ccccc2)c2ccc(OC)cc2)OCc2ccccc2)c1. Reaction SMILES: [Br:52][CH2:53][c:54]1[cH:55][cH:56][cH:57][cH:58][cH:59]1.[CH2:3]([CH3:4])[c:5]1[c:6]([O:7][CH2:8][CH:9]([CH2:10][O:11][C:12]([c:13]2[cH:14][cH:15][cH:16][cH:17][cH:18]2)([c:19]2[cH:20][cH:21][cH:22][cH:23][cH:24]2)[c:25]2[cH:26][cH:27][c:28]([O:31][CH3:32])[cH:29][cH:30]2)[OH:33])[cH:34][c:35]([CH2:38][CH2:39][CH2:40][CH2:41][CH2:42][CH2:43][CH2:44][CH2:45][CH2:46][CH2:47][CH2:48][CH2:49][CH2:50][CH3:51])[cH:36][cH:37]1.[CH3:60][N:61]([CH3:62])[CH:63]=[O:64].[H-:1].[Na+:2]>>[CH2:3]([CH3:4])[c:5]1[c:6]([O:7][CH2:8][CH:9]([CH2:10][O:11][C:12]([c:13]2[cH:14][cH:15][cH:16][cH:17][cH:18]2)([c:19]2[cH:20][cH:21][cH:22][cH:23][cH:24]2)[c:25]2[cH:26][cH:27][c:28]([O:31][CH3:32])[cH:29][cH:30]2)[O:33][CH2:53][c:54]2[cH:55][cH:56][cH:57][cH:58][cH:59]2)[cH:34][c:35]([CH2:38][CH2:39][CH2:40][CH2:41][CH2:42][CH2:43][CH2:44][CH2:45][CH2:46][CH2:47][CH2:48][CH2:49][CH2:50][CH3:51])[cH:36][cH:37]1. Starting materials: solution, C(=O)([O-])[O-].[K+].[K+] (K2CO3), C(#N)C=1N(C(N(C1C1=CNC2=CC=CC=C12)C1=CN(C2=CC=CC=C12)C)=O)CC1=C(C=C(C=C1)OC)OC (4-Cyano-3-(2,4-dimethoxybenzyl)-5-(3-indolyl)-1-(1-methyl-3-indolyl)-2,3-dihydroimidazol-2-one), CS(=O)(=O)OCCCOS(=O)(=O)C (1,3-propandiol bismethansulfonate). Run in CN(C)C=O (DMF). Conditions: temperature 70 celsius, time 8 hour. Yields the product CS(=O)(=O)OCCCN1C=C(C2=CC=CC=C12)C=1N(C(N(C1C#N)CC1=C(C=C(C=C1)OC)OC)=O)C1=CNC2=CC=CC=C12 (3-{3-[5-Cyano-1-(2,4-dimethoxybenzyl)-3-(3-indolyl)-2-oxo-2,3-dihydro-1H-imidazol-4-yl]-1-indolyl}-propyl methanesulfonate). Reaction SMILES: [C:1]([C:3]1[N:4]([CH2:28][C:29]2[CH:34]=[CH:33][C:32]([O:35][CH3:36])=[CH:31][C:30]=2[O:37][CH3:38])[C:5](=[O:27])[N:6]([C:17]2[C:25]3[C:20](=[CH:21][CH:22]=[CH:23][CH:24]=3)[N:19](C)[CH:18]=2)[C:7]=1[C:8]1[C:16]2[C:11](=[CH:12][CH:13]=[CH:14][CH:15]=2)[NH:10][CH:9]=1)#[N:2].[CH3:39][S:40]([O:43][CH2:44][CH2:45][CH2:46]OS(C)(=O)=O)(=[O:42])=[O:41].C([O-])([O-])=O.[K+].[K+]>CN(C=O)C>[CH3:39][S:40]([O:43][CH2:44][CH2:45][CH2:46][N:10]1[C:11]2[C:16](=[CH:15][CH:14]=[CH:13][CH:12]=2)[C:8]([C:7]2[N:6]([C:17]3[C:25]4[C:20](=[CH:21][CH:22]=[CH:23][CH:24]=4)[NH:19][CH:18]=3)[C:5](=[O:27])[N:4]([CH2:28][C:29]3[CH:34]=[CH:33][C:32]([O:35][CH3:36])=[CH:31][C:30]=3[O:37][CH3:38])[C:3]=2[C:1]#[N:2])=[CH:9]1)(=[O:42])=[O:41] |f:2.3.4|. Reported procedure: To a solution 0.15 g (0.298 mmol) of the product from step b) in 2 ml of DMF was 0.40 g (1.72 mmol) of 1,3-propandiol bismethansulfonate and 0.50 g (3.62 mmol) of K2CO3. The mixture was stirred at 70° C. overnight and partitioned between EtOAc and water. The organic phase was washed with water and brine and finally evaporated. The residue was purified by chromatography on silica furnishing 0.11 g (59%) of the sub-title compound. Starting materials: C(C)OCC (ethyl ether), OC1=CC(=C(C(=O)O)C=C1)C (4-hydroxy-2-methylbenzoic acid), C(C)(=O)OC(C)=O (acetic anhydride). Run in O (water). Conditions: time 2.4 hour. Product: C(C)(=O)OC1=CC(=C(C(=O)O)C=C1)C (4-acetyloxy-2-methylbenzoic acid). Reaction SMILES: [CH2:1]([O:3]CC)[CH3:2].[OH:6][C:7]1[CH:15]=[CH:14][C:10]([C:11]([OH:13])=[O:12])=[C:9]([CH3:16])[CH:8]=1.C(OC(=O)C)(=O)C>O>[C:1]([O:6][C:7]1[CH:15]=[CH:14][C:10]([C:11]([OH:13])=[O:12])=[C:9]([CH3:16])[CH:8]=1)(=[O:3])[CH3:2]. Reported procedure: Into 40 ml of anhydrous ethyl ether, was dissolved 7.1 g of 4-hydroxy-2-methylbenzoic acid followed by 21.3 g of acetic anhydride. The solution was stirred for 2.4 hours at room temperature. The reaction mixture was freed from the solvent under reduced pressure. The residue was admixed with hot water, then allowed to cool, and extracted with ethyl ether. The organic layer was washed with 2% hydrochloric acid, dried over anhydrous magnesium sulfate, and freed from the solvent by distillation unde...